From a dataset of the Open Reaction Database (ORD), a public repository of structured organic reaction records. describe an organic reaction: reactants, conditions, products, and yield Reaction SMILES: [C:9](=[O:10])([O-:11])[OH:12].[CH3:35][OH:36].[Cl:15][c:16]1[c:17]([S:31]([NH2:32])(=[O:33])=[O:34])[cH:18][c:19]([C:20](=[O:21])[S:22][CH2:23][CH:24]([C:25](=[O:26])[Cl:27])[CH3:28])[cH:29][cH:30]1.[Na+:13].[OH2:14].[OH:1][C:2](=[O:3])[CH:4]1[CH2:5][CH2:6][CH2:7][NH:8]1>>[OH:1][C:2](=[O:3])[CH:4]1[CH2:5][CH2:6][CH2:7][N:8]1[C:25]([CH:24]([CH2:23][S:22][C:20]([c:19]1[cH:18][c:17]([S:31]([NH2:32])(=[O:33])=[O:34])[c:16]([Cl:15])[cH:30][cH:29]1)=[O:21])[CH3:28])=[O:26]. Product: CC(CSC(=O)c1ccc(Cl)c(S(N)(=O)=O)c1)C(=O)N1CCCC1C(=O)O. Reactants: O=C([O-])O, CO, CC(CSC(=O)c1ccc(Cl)c(S(N)(=O)=O)c1)C(=O)Cl, [Na+], O, O=C(O)C1CCCN1.